This data is from the Open Reaction Database (ORD), a public repository of structured organic reaction records. The task is: describe an organic reaction: reactants, conditions, products, and yield Starting materials: ice water, BrCCCCCCCCCCCCO (12-bromododecanol), C([O-])([O-])=O.[Na+].[Na+] (sodium carbonate), [N+](=O)([O-])C=1C=C(CO)C=C(C1)[N+](=O)[O-] (3,5-dinitrobenzyl alcohol). Run in CN(C)C=O (DMF). Reaction conditions: temperature 100 celsius, time 12 hour. The product is [N+](=O)([O-])C=1C=C(COCCCCCCCCCCCCO)C=C(C1)[N+](=O)[O-] (12-(3,5-dinitrobenzyloxy)-dodecanol). Yield: 79.4%. As a reaction SMILES: Br[CH2:2][CH2:3][CH2:4][CH2:5][CH2:6][CH2:7][CH2:8][CH2:9][CH2:10][CH2:11][CH2:12][CH2:13][OH:14].C(=O)([O-])[O-].[Na+].[Na+].[N+:21]([C:24]1[CH:25]=[C:26]([CH:29]=[C:30]([N+:32]([O-:34])=[O:33])[CH:31]=1)[CH2:27][OH:28])([O-:23])=[O:22]>CN(C=O)C>[N+:21]([C:24]1[CH:25]=[C:26]([CH:29]=[C:30]([N+:32]([O-:34])=[O:33])[CH:31]=1)[CH2:27][O:28][CH2:2][CH2:3][CH2:4][CH2:5][CH2:6][CH2:7][CH2:8][CH2:9][CH2:10][CH2:11][CH2:12][CH2:13][OH:14])([O-:23])=[O:22] |f:1.2.3|. Reported procedure: 5.9 g (18.9 mmol) of 12-bromododecanol, 1.06 g (10 mmol) of sodium carbonate, 4.92 g of (25 mmol) of 3,5-dinitrobenzyl alcohol were dissolved in 50 mL of DMF and heated with stirring at 100° C. for 12 hours (under a nitrogen atmosphere). The reaction solution was poured into ice water to precipitate a solid, and the solid was recrystallized with methanol. Thus, 5.73 g (15 mmol) of 12-(3,5-dinitrobenzyloxy)-dodecanol was prepared. (The yield was 79%.)